This data is from the Open Reaction Database (ORD), a public repository of structured organic reaction records. The task is: describe an organic reaction: reactants, conditions, products, and yield The reactants are Cn1ccnc1 (effective_coupling_partner), CN(C)C(=O)Oc1ccccc1 (substrate). The reagents and catalysts are dcype. Reaction conditions: temperature 110 celsius, time 36 hour. Product: Cn1ccnc1c2ccccc2. Procedure details: To a solution of 4-n-propylbenzenesulfonyl chloride (Lancaster) in anhydrous CH2Cl2 (0.5M solution) cooled to 0° C. under N2 was added t-butylamine (2.2 equiv) slowly through a dropping funnel. After complete addition, the reaction was stirred at room temperature for 12 hours. The CH2Cl2 was removed under reduced pressure, and the residue was extracted into ether and washed with 2N NaOH, H2O and brine. The organic phase was dried over anhydrous MgSO4 and concentrated in vacuo to afford the title... Reaction SMILES: [CH2:1]([C:4]1[CH:9]=[CH:8][C:7]([S:10](Cl)(=[O:12])=[O:11])=[CH:6][CH:5]=1)[CH2:2][CH3:3].[C:14]([NH2:18])([CH3:17])([CH3:16])[CH3:15]>C(Cl)Cl>[C:14]([NH:18][S:10]([C:7]1[CH:8]=[CH:9][C:4]([CH2:1][CH2:2][CH3:3])=[CH:5][CH:6]=1)(=[O:12])=[O:11])([CH3:17])([CH3:16])[CH3:15]. The reactants are C(CC)C1=CC=C(C=C1)S(=O)(=O)Cl (4-n-propylbenzenesulfonyl chloride), C(C)(C)(C)N (t-butylamine). Product: C(C)(C)(C)NS(=O)(=O)C1=CC=C(C=C1)CCC (N-t-butyl-4-n-propylbenzenesulfonamide). Reaction conditions: time 12 hour. Run in C(Cl)Cl (CH2Cl2). Reactants: CCOC(=O)CCc1cn(Cc2ccc(O)cc2)nc1OCC, CN(C)C=O, ClCc1nc(-c2ccccc2)ccc1Cl, [H-], [Na+], O. The product is CCOC(=O)CCc1cn(Cc2ccc(OCc3nc(-c4ccccc4)ccc3Cl)cc2)nc1OCC. RXN SMILES: [CH2:3]([CH3:4])[O:5][c:6]1[n:7][n:8]([CH2:18][c:19]2[cH:20][cH:21][c:22]([OH:25])[cH:23][cH:24]2)[cH:9][c:10]1[CH2:11][CH2:12][C:13](=[O:14])[O:15][CH2:16][CH3:17].[CH3:42][N:43]([CH3:44])[CH:45]=[O:46].[Cl:26][c:27]1[c:28]([CH2:39][Cl:40])[n:29][c:30](-[c:33]2[cH:34][cH:35][cH:36][cH:37][cH:38]2)[cH:31][cH:32]1.[H-:1].[Na+:2].[OH2:41]>>[CH2:3]([CH3:4])[O:5][c:6]1[n:7][n:8]([CH2:18][c:19]2[cH:20][cH:21][c:22]([O:25][CH2:39][c:28]3[c:27]([Cl:26])[cH:32][cH:31][c:30](-[c:33]4[cH:34][cH:35][cH:36][cH:37][cH:38]4)[n:29]3)[cH:23][cH:24]2)[cH:9][c:10]1[CH2:11][CH2:12][C:13](=[O:14])[O:15][CH2:16][CH3:17]. Reactants: OCCCOCc1ccccc1, CCOCC, O=C(Cl)OCCl, c1ccncc1. Yields the product O=C(OCCl)OCCCOCc1ccccc1. As a reaction SMILES: [CH2:1]([c:2]1[cH:3][cH:4][cH:5][cH:6][cH:7]1)[O:8][CH2:9][CH2:10][CH2:11][OH:12].[CH3:25][CH2:26][O:27][CH2:28][CH3:29].[Cl:19][C:20](=[O:21])[O:22][CH2:23][Cl:24].[cH:13]1[cH:14][cH:15][n:16][cH:17][cH:18]1>>[CH2:1]([c:2]1[cH:3][cH:4][cH:5][cH:6][cH:7]1)[O:8][CH2:9][CH2:10][CH2:11][O:12][C:20](=[O:21])[O:22][CH2:23][Cl:24]. Reactants: C(C=C)NC=1C2=C(N=C(N1)Cl)C(=CS2)C (4-allylamino-2-chloro-7-methylthieno[3,2-d]pyrimidine), C(CC)N (propylamine), C(O)([O-])=O.[Na+] (sodium hydrogen carbonate). Yields the product C(C=C)NC=1C2=C(N=C(N1)NCCC)C(=CS2)C (4-Allylamino-7-methyl-2-propylaminothieno[3,2-d]pyrimidine). The yield is 40.0%. Reaction SMILES: [CH2:1]([NH:4][C:5]1[C:6]2[S:14][CH:13]=[C:12]([CH3:15])[C:7]=2[N:8]=[C:9](Cl)[N:10]=1)[CH:2]=[CH2:3].[CH2:16]([NH2:19])[CH2:17][CH3:18].C(=O)([O-])O.[Na+]>>[CH2:1]([NH:4][C:5]1[C:6]2[S:14][CH:13]=[C:12]([CH3:15])[C:7]=2[N:8]=[C:9]([NH:19][CH2:16][CH2:17][CH3:18])[N:10]=1)[CH:2]=[CH2:3] |f:2.3|. Procedure details: 288 mg (1.2 mmol) of 4-allylamino-2-chloro-7-methylthieno[3,2-d]pyrimidine and 1.13 mg (19.2 mmol) of propylamine were heated in a sealed tube at 160° C. for 16 hours. After completion of the reaction, the reaction mixture was allowed to resume room temperature, followed by adding a saturated aqueous sodium hydrogen carbonate solution thereto and extraction with ethyl acetate (50 ml×2). After the organic layer was washed with brine and dried over anhydrous sodium sulfate, the solvent was distill... The reactants are ClC1=NC=C(C(=C1)C(C1=C(C=CC(=C1)F)F)SC1=CC=C(C=C1)Cl)Cl (2,5-Dichloro-4-[(4-chlorophenylthio)-(2,5-difluorophenyl)methyl]pyridine), N1=C(C=CC=C1)CCN (2-pyridin-2-ylethylamine). Run in O1CCOCC1 (1,4-dioxane). Product: ClC=1C(=CC(=NC1)NCCC1=NC=CC=C1)C(C1=C(C=CC(=C1)F)F)SC1=CC=C(C=C1)Cl (5-Chloro-4-[(4-chlorophenylthio)-(2,5-difluorophenyl)methyl]-2-[2-(pyridin-2-yl)ethylamino]pyridine). Isolated yield 70.0%. RXN SMILES: Cl[C:2]1[CH:7]=[C:6]([CH:8]([S:17][C:18]2[CH:23]=[CH:22][C:21]([Cl:24])=[CH:20][CH:19]=2)[C:9]2[CH:14]=[C:13]([F:15])[CH:12]=[CH:11][C:10]=2[F:16])[C:5]([Cl:25])=[CH:4][N:3]=1.[N:26]1[CH:31]=[CH:30][CH:29]=[CH:28][C:27]=1[CH2:32][CH2:33][NH2:34]>O1CCOCC1>[Cl:25][C:5]1[C:6]([CH:8]([S:17][C:18]2[CH:19]=[CH:20][C:21]([Cl:24])=[CH:22][CH:23]=2)[C:9]2[CH:14]=[C:13]([F:15])[CH:12]=[CH:11][C:10]=2[F:16])=[CH:7][C:2]([NH:34][CH2:33][CH2:32][C:27]2[CH:28]=[CH:29][CH:30]=[CH:31][N:26]=2)=[N:3][CH:4]=1. Reported procedure: A 1,4-dioxane (1.5 ml) solution of the 2,5-dichloro-4-[(4-chlorophenylthio)-(2,5-difluorophenyl)methyl]pyridine (150 mg, 0.36 mmol) obtained in Example 54 and 2-pyridin-2-ylethylamine (400 μl) was stirred at 120° C. for 5 days under an argon atmosphere. After cooling to room temperature, the reaction mixture was concentrated under reduced pressure. The residue thus obtained was purified by silica gel chromatography (hexane:ethyl acetate=1:1) to give the title compound (126 mg, 70%) as an oil. Reactants: C(C)N(C\C=C/C1=C(C=CC(=C1)F)S(=O)(=O)NC1=CC=C2C3=C(COC2=C1C(=O)OC)OC=C3)CC (Methyl 7-[2-((Z)-3-diethylaminoprop-1-enyl)-4-fluorobenzenesulfonylamino]-4H-furo[2,3-c]chromene-6-carboxylate), C(C)N(C\C=C/C1=C(C=CC(=C1)F)S(=O)(=O)NC1=CC=C2C3=C(COC2=C1C(=O)OC)OC=C3)CC (Methyl 7-[2-((Z)-3-diethylaminoprop-1-enyl)-4-fluorobenzenesulfonylamino]-4H-furo[2,3-c]chromene-6-carboxylate), O.[OH-].[Li+] (lithium hydroxide monohydrate), C(=O)O (formic acid). The solvent is O (water), O1CCOCC1 (dioxane). Yields the product C(C)N(C\C=C/C1=C(C=CC(=C1)F)S(=O)(=O)NC1=CC=C2C3=C(COC2=C1C(=O)O)OC=C3)CC (7-[2-((Z)-3-diethylaminoprop-1-enyl)-4-fluorobenzenesulfonylamino]-4H-furo[2,3-c]chromene-6-carboxylic acid). The yield is 44.6%. RXN SMILES: [CH2:1]([N:3]([CH2:35][CH3:36])[CH2:4]/[CH:5]=[CH:6]\[C:7]1[CH:12]=[C:11]([F:13])[CH:10]=[CH:9][C:8]=1[S:14]([NH:17][C:18]1[C:27]([C:28]([O:30]C)=[O:29])=[C:26]2[C:21]([C:22]3[CH:34]=[CH:33][O:32][C:23]=3[CH2:24][O:25]2)=[CH:20][CH:19]=1)(=[O:16])=[O:15])[CH3:2].O.[OH-].[Li+].C(O)=O>O.O1CCOCC1>[CH2:35]([N:3]([CH2:1][CH3:2])[CH2:4]/[CH:5]=[CH:6]\[C:7]1[CH:12]=[C:11]([F:13])[CH:10]=[CH:9][C:8]=1[S:14]([NH:17][C:18]1[C:27]([C:28]([OH:30])=[O:29])=[C:26]2[C:21]([C:22]3[CH:34]=[CH:33][O:32][C:23]=3[CH2:24][O:25]2)=[CH:20][CH:19]=1)(=[O:16])=[O:15])[CH3:36] |f:1.2.3|. Procedure details: Methyl 7-[2-((Z)-3-diethylaminoprop-1-enyl)-4-fluorobenzenesulfonylamino]-4H-furo[2,3-c]chromene-6-carboxylate (Intermediate 9, 0.129 g) was added to a solution of lithium hydroxide monohydrate (0.42 g) in water (2 mL) and dioxane (8 mL), and the mixture was irradiated in the microwave at 130° C. for 1 hour. After cooling, the mixture was acidified with formic acid, and evaporated to dryness. The residue was triturated with 10% methanol in DCM, filtered and the filtrate was evaporated to dryness... Starting materials: O (water), [OH-].[K+] (potassium hydroxide), 17.7, ClC1=C(C=CC(=C1)Cl)NN (2,4-dichlorophenylhydrazine), S(=O)(=O)([O-])F.C(C)OC(CN1C(CCCC1)=C[OH2+])=O ([1-(2-ethoxy-2-oxoethyl)piperidin-2-ylidene]methyloxonium fluorosulfate). Run in C(Cl)Cl (methylene chloride). Reaction conditions: time 30 minute. Product: C(C)OC(CN1C(CCCC1)=NNC1=C(C=C(C=C1)Cl)Cl)=O (ethyl-2-(2,4-dichlorophenylhydrazono)-1-piperidineacetate). As a reaction SMILES: [Cl:1][C:2]1[CH:7]=[C:6]([Cl:8])[CH:5]=[CH:4][C:3]=1[NH:9][NH2:10].S(F)([O-])(=O)=O.[CH2:16]([O:18][C:19](=[O:29])[CH2:20][N:21]1[CH2:26][CH2:25][CH2:24][CH2:23][C:22]1=C[OH2+])[CH3:17].O.[OH-].[K+]>C(Cl)Cl>[CH2:16]([O:18][C:19](=[O:29])[CH2:20][N:21]1[CH2:26][CH2:25][CH2:24][CH2:23][C:22]1=[N:10][NH:9][C:3]1[CH:4]=[CH:5][C:6]([Cl:8])=[CH:7][C:2]=1[Cl:1])[CH3:17] |f:1.2,4.5|. Procedure: A solution of 17.7 parts of 2,4-dichlorophenylhydrazine in methylene chloride was added dropwise to the above reaction mixture containing [1-(2-ethoxy-2-oxoethyl)piperidin-2-ylidene]methyloxonium fluorosulfate while keeping the temperature of the reaction less than 30° C. After the addition was completed the reaction was stirred for an additional 30 minutes. The reaction mass was then poured into 1000 parts of water. The pH was raised to 12.0 with 20% potassium hydroxide solution. The crude prod... Reactants: O (water), 3.1, CC1=C(C(=CC=C1)C)NC1=C(N=C2N1C=C(C=C2)F)C2=C(C(=O)O)C=CC=C2 (2-[3-(2,6-dimethylphenylamino)-6-fluoroimidazo[1,2-a]pyridin-2-yl]benzoic acid), CNC(NN)=S (4-methyl-3-thiosemicarbazide). Solvent: CN(C)C=O (DMF). Reaction conditions: time 2 hour. Yields the product CC1=C(C(=CC=C1)C)NC1=C(N=C2N1C=C(C=C2)F)C2=C(C(=O)NNC(=S)NC)C=CC=C2 (1-{2-[3-(2,6-dimethylphenylamino)-6-fluoro-imidazo[1,2-a]pyridin-2-yl]benzoyl}-4-methyl-3-thiosemicarbazide). The yield is 47.0%. RXN SMILES: [CH3:1][C:2]1[CH:7]=[CH:6][CH:5]=[C:4]([CH3:8])[C:3]=1[NH:9][C:10]1[N:14]2[CH:15]=[C:16]([F:19])[CH:17]=[CH:18][C:13]2=[N:12][C:11]=1[C:20]1[CH:28]=[CH:27][CH:26]=[CH:25][C:21]=1[C:22](O)=[O:23].[CH3:29][NH:30][C:31](=[S:34])[NH:32][NH2:33].O>CN(C=O)C>[CH3:8][C:4]1[CH:5]=[CH:6][CH:7]=[C:2]([CH3:1])[C:3]=1[NH:9][C:10]1[N:14]2[CH:15]=[C:16]([F:19])[CH:17]=[CH:18][C:13]2=[N:12][C:11]=1[C:20]1[CH:28]=[CH:27][CH:26]=[CH:25][C:21]=1[C:22]([NH:33][NH:32][C:31]([NH:30][CH3:29])=[S:34])=[O:23]. Reported procedure: 3.1 200 mg (0.533 mmol) of 2-[3-(2,6-dimethylphenylamino)-6-fluoroimidazo[1,2-a]pyridin-2-yl]benzoic acid, 56 mg (0.533 mmol) of 4-methyl-3-thiosemicarbazide and 125 mg (0.650 mmol) of DAPECI are dissolved in 1 ml of DMF and stirred at RT for 2 hours. The mixture is subsequently added to water, the precipitated solid is filtered off with suction and dried, giving 117 mg (47%) of 1-{2-[3-(2,6-dimethylphenylamino)-6-fluoro-imidazo[1,2-a]pyridin-2-yl]benzoyl}-4-methyl-3-thiosemicarbazide as solid; ... The reactants are ClC=1C=C(C=CC1SC)[C@H](C(=O)N(C)[C@@H]([C@@H](C1=CC=CC=C1)O)C)CC1CCC1 ((R)-2-(3-chloro-4-methylsulfanyl-phenyl)-3-cyclobutyl-N-((1R,2R)-2-hydroxy-1-methyl-2-phenyl-ethyl)-N-methyl-propionamide), S(O)(O)(=O)=O (sulfuric acid). Run in O (water), O1CCOCC1 (dioxane). Conditions: temperature 110 celsius. The product is ClC=1C=C(C=CC1SC)[C@H](C(=O)O)CC1CCC1 ((R)-2-(3-chloro-4-methylsulfanyl-phenyl)-3-cyclobutyl-propionic acid). Isolated yield 71.0%. Reaction SMILES: [Cl:1][C:2]1[CH:3]=[C:4]([C@@H:10]([CH2:25][CH:26]2[CH2:29][CH2:28][CH2:27]2)[C:11](N([C@H](C)[C@H](O)C2C=CC=CC=2)C)=[O:12])[CH:5]=[CH:6][C:7]=1[S:8][CH3:9].S(=O)(=O)(O)[OH:31]>O1CCOCC1.O>[Cl:1][C:2]1[CH:3]=[C:4]([C@@H:10]([CH2:25][CH:26]2[CH2:29][CH2:28][CH2:27]2)[C:11]([OH:12])=[O:31])[CH:5]=[CH:6][C:7]=1[S:8][CH3:9]. Procedure details: A solution of (R)-2-(3-chloro-4-methylsulfanyl-phenyl)-3-cyclobutyl-N-((1R,2R)-2-hydroxy-1-methyl-2-phenyl-ethyl)-N-methyl-propionamide (330 mg, 0.76 mmol) in dioxane (4 mL) was treated with a 9 N aqueous sulfuric acid solution (2 mL). The resulting solution was then heated at 110° C. for 16 h. The reaction was then cooled and diluted with water (75 mL) and extracted with a chloroform/methanol solution (3:2, 2×50 mL) and then concentrated. The resulting residue was then dissolved in acetonitrile...